From a dataset of the Open Reaction Database (ORD), a public repository of structured organic reaction records. describe an organic reaction: reactants, conditions, products, and yield Starting materials: C(C)OC(=O)N1CCN(CC1)C([C@H](CCC(=O)OC(C)(C)C)NC(=O)OCC1=CC=CC=C1)=O (4-((S)-2-Benzyloxycarbonylamino-4-tert-butoxycarbonyl-butyryl)-piperazine-1-carboxylic acid ethyl ester). The reagents and catalysts are [Pd] (Pd/C). Solvent: C(C)O (ethanol). Reaction conditions: time 12 hour. Yields the product C(C)OC(=O)N1CCN(CC1)C([C@H](CCC(=O)OC(C)(C)C)N)=O (4-((S)-2-Amino-4-tert-butoxycarbonyl-butyryl)-piperazine-1-carboxylic acid ethyl ester). As a reaction SMILES: [CH2:1]([O:3][C:4]([N:6]1[CH2:11][CH2:10][N:9]([C:12](=[O:34])[C@@H:13]([NH:23]C(OCC2C=CC=CC=2)=O)[CH2:14][CH2:15][C:16]([O:18][C:19]([CH3:22])([CH3:21])[CH3:20])=[O:17])[CH2:8][CH2:7]1)=[O:5])[CH3:2]>C(O)C.[Pd]>[CH2:1]([O:3][C:4]([N:6]1[CH2:7][CH2:8][N:9]([C:12](=[O:34])[C@@H:13]([NH2:23])[CH2:14][CH2:15][C:16]([O:18][C:19]([CH3:21])([CH3:20])[CH3:22])=[O:17])[CH2:10][CH2:11]1)=[O:5])[CH3:2]. Reported procedure: To a solution of 20.9 g 4-((S)-2-Benzyloxycarbonylamino-4-tert-butoxycarbonyl-butyryl)-piperazine-1-carboxylic acid ethyl ester in 120 ml ethanol were added 2.0 g Pd/C (10%) and the suspension stirred under an atmosphere of hydrogen (3 bar) for 12 h. The reaction mixture was filtrated over a plug of Celite, washed with ethanol and concentrated to give the crude product which was not further purified. Yield: 13.6 g colorless oil. The reactants are CC[S-], COc1ccc2c(-c3c(-c4ccccn4)nn4c3CCC4)ccnc2c1, CN(C)C=O, [Na+]. Product: Oc1ccc2c(-c3c(-c4ccccn4)nn4c3CCC4)ccnc2c1. Reaction SMILES: [CH2:27]([S-:28])[CH3:29].[CH3:1][O:2][c:3]1[cH:4][cH:5][c:6]2[c:7](-[c:13]3[c:14]4[n:15]([n:16][c:17]3-[c:18]3[n:19][cH:20][cH:21][cH:22][cH:23]3)[CH2:24][CH2:25][CH2:26]4)[cH:8][cH:9][n:10][c:11]2[cH:12]1.[CH3:31][N:32]([CH3:33])[CH:34]=[O:35].[Na+:30]>>[OH:2][c:3]1[cH:4][cH:5][c:6]2[c:7](-[c:13]3[c:14]4[n:15]([n:16][c:17]3-[c:18]3[n:19][cH:20][cH:21][cH:22][cH:23]3)[CH2:24][CH2:25][CH2:26]4)[cH:8][cH:9][n:10][c:11]2[cH:12]1. The reactants are Brc1cnc2nnn(Cc3ccc4ncccc4c3)c2n1, O=C([O-])[O-], COCCOC, [Cs+], [Cs+], CC1(C)OB(c2cnn(CCOC3CCCCO3)c2)OC1(C)C, O, [Pd]. Product: c1cnc2ccc(Cn3nnc4ncc(-c5cnn(CCOC6CCCCO6)c5)nc43)cc2c1. Reaction SMILES: [Br:1][c:2]1[cH:3][n:4][c:5]2[c:6]([n:7]1)[n:8]([CH2:11][c:12]1[cH:13][c:14]3[cH:15][cH:16][cH:17][n:18][c:19]3[cH:20][cH:21]1)[n:9][n:10]2.[C:45](=[O:46])([O-:47])[O-:48].[CH3:51][O:52][CH2:53][CH2:54][O:55][CH3:56].[Cs+:49].[Cs+:50].[O:22]1[CH:23]([O:28][CH2:29][CH2:30][n:31]2[n:32][cH:33][c:34]([B:36]3[O:37][C:38]([CH3:39])([CH3:40])[C:41]([CH3:42])([CH3:43])[O:44]3)[cH:35]2)[CH2:24][CH2:25][CH2:26][CH2:27]1.[OH2:57].[Pd:58]>>[c:2]1(-[c:34]2[cH:33][n:32][n:31]([CH2:30][CH2:29][O:28][CH:23]3[O:22][CH2:27][CH2:26][CH2:25][CH2:24]3)[cH:35]2)[cH:3][n:4][c:5]2[c:6]([n:7]1)[n:8]([CH2:11][c:12]1[cH:13][c:14]3[cH:15][cH:16][cH:17][n:18][c:19]3[cH:20][cH:21]1)[n:9][n:10]2.